This data is from the Open Reaction Database (ORD), a public repository of structured organic reaction records. The task is: describe an organic reaction: reactants, conditions, products, and yield Starting materials: CCN, O, c1ccc(OP(Oc2ccccc2)Oc2ccccc2)cc1, Oc1ccc2ccccc2c1. Product: CCNc1ccc2ccccc2c1. RXN SMILES: [CH3:34][CH2:35][NH2:36].[OH2:37].[P:12]([O:13][c:14]1[cH:15][cH:16][cH:17][cH:18][cH:19]1)([O:20][c:21]1[cH:22][cH:23][cH:24][cH:25][cH:26]1)[O:27][c:28]1[cH:29][cH:30][cH:31][cH:32][cH:33]1.[cH:1]1[c:2]([OH:11])[cH:3][cH:4][c:5]2[cH:6][cH:7][cH:8][cH:9][c:10]12>>[cH:1]1[c:2]([NH:36][CH2:35][CH3:34])[cH:3][cH:4][c:5]2[cH:6][cH:7][cH:8][cH:9][c:10]12. Reported procedure: 1.3 g (4.2 mmol) of the title compound from Example 28 were dissolved in 25 ml of anhydrous pyridine, and 50 mg of 4-dimethylaminopyridine were added. Under a nitrogen atmosphere and while stirring, 6.3 ml acetic anhydride were added dropwise, and the mixture was stirred at room temperature for one hour. It was then poured onto ice water, extracted with methylene chloride, and the organic phase was dried over MgSO4 and concentrated in vacuo. The crystalline solid was recrystallized from ethanol.... The product is C(C)(=O)OCN1C(=NC=2C1=CSC2)SCC2=NC=CC(=C2)OC (1-Acetoxymethyl-2-(4-methoxy-2-picolylmercapto)-1H-thieno[3,4-d]imidazole). The solvent is N1=CC=CC=C1 (pyridine). The reactants are OCN1C(=NC=2C1=CSC2)SCC2=NC=CC(=C2)OC (1-Hydroxymethyl-2-(4-methoxy-2-picolylmercapto)1H-thieno[3,4-d]imidazole), C(C)(=O)OC(C)=O (acetic anhydride). RXN SMILES: [OH:1][CH2:2][N:3]1[C:7]2=[CH:8][S:9][CH:10]=[C:6]2[N:5]=[C:4]1[S:11][CH2:12][C:13]1[CH:18]=[C:17]([O:19][CH3:20])[CH:16]=[CH:15][N:14]=1.[C:21](OC(=O)C)(=[O:23])[CH3:22]>N1C=CC=CC=1.CN(C)C1C=CN=CC=1>[C:21]([O:1][CH2:2][N:3]1[C:7]2=[CH:8][S:9][CH:10]=[C:6]2[N:5]=[C:4]1[S:11][CH2:12][C:13]1[CH:18]=[C:17]([O:19][CH3:20])[CH:16]=[CH:15][N:14]=1)(=[O:23])[CH3:22]. The reagents and catalysts are CN(C1=CC=NC=C1)C (4-dimethylaminopyridine).